This data is from the Open Reaction Database (ORD), a public repository of structured organic reaction records. The task is: describe an organic reaction: reactants, conditions, products, and yield Starting materials: COC(C1=C(C=C(C=C1)C1=NC=NC(=C1C#CC=1C=NC(=CC1)N)C)Cl)=O (4-[5-(6-amino-pyridin-3-ylethynyl)-6-methyl-pyrimidin-4-yl]-2-chloro-benzoic acid methyl ester), [Li+].[OH-] (LiOH). Solvent: C1CCOC1 (THF), O (water). Run at temperature 50 celsius. The product is NC1=CC=C(C=N1)C#CC=1C(=NC=NC1C)C1=CC(=C(C(=O)O)C=C1)Cl (4-[5-(6-Amino-pyridin-3-ylethynyl)-6-methyl-pyrimidin-4-yl]-2-chloro benzoic acid). As a reaction SMILES: C[O:2][C:3](=[O:27])[C:4]1[CH:9]=[CH:8][C:7]([C:10]2[C:15]([C:16]#[C:17][C:18]3[CH:19]=[N:20][C:21]([NH2:24])=[CH:22][CH:23]=3)=[C:14]([CH3:25])[N:13]=[CH:12][N:11]=2)=[CH:6][C:5]=1[Cl:26].[Li+].[OH-]>O.C1COCC1>[NH2:24][C:21]1[N:20]=[CH:19][C:18]([C:17]#[C:16][C:15]2[C:10]([C:7]3[CH:8]=[CH:9][C:4]([C:3]([OH:27])=[O:2])=[C:5]([Cl:26])[CH:6]=3)=[N:11][CH:12]=[N:13][C:14]=2[CH3:25])=[CH:23][CH:22]=1 |f:1.2|. Reported procedure: The title compound is synthesized according to general procedure GP8 starting from 13.8 g (36.4 mmol) 4-[5-(6-amino-pyridin-3-ylethynyl)-6-methyl-pyrimidin-4-yl]-2-chloro-benzoic acid methyl ester using 7.64 g (182 mmoL) LiOH in 200 mL water and 400 mL THF. The reaction mixture is stirred over night at 50° C. The solvent is removed under reduced pressure and the residue is taken up in water. Aqueous 1 M HCl is added until pH 5-6 is reached. The precipitated product is filtered off and washed wit... Product: C(=O)([O-])[O-].[Na+].[Na+] (Na2CO3), ClC=1C=C2C=3C=CN=CC3NC2=C(C1)NC(=O)C1C(CCCC1)N (2-amino-cyclohexanecarboxylic acid (6-chloro-9H-β-carbolin-8-yl)-amide). Solvent: CO (MeOH), O (H2O), N1=CC=CC=C1 (pyridine), O (H2O), O (H2O), CCOC(=O)C (EtOAc), C(Cl)Cl (CH2Cl2). As a reaction SMILES: C(OC([NH:8][C@H:9]1[CH2:14][CH2:13][CH2:12][CH2:11][C@H:10]1[C:15]([OH:17])=O)=O)(C)(C)C.[Cl:18][C:19]1[CH:20]=[C:21]2[C:29](=[C:30]([NH2:32])[CH:31]=1)[NH:28][C:27]1[CH:26]=[N:25][CH:24]=[CH:23][C:22]2=1.CCN=C=NCCCN(C)C.FC(F)(F)C(O)=O.[C:51]([O-:54])([O-:53])=[O:52].[Na+:55].[Na+]>N1C=CC=CC=1.O.C(Cl)Cl.CO.CCOC(C)=O>[C:51]([O-:54])([O-:53])=[O:52].[Na+:55].[Na+:55].[Cl:18][C:19]1[CH:20]=[C:21]2[C:29](=[C:30]([NH:32][C:15]([CH:10]3[CH2:11][CH2:12][CH2:13][CH2:14][CH:9]3[NH2:8])=[O:17])[CH:31]=1)[NH:28][C:27]1[CH:26]=[N:25][CH:24]=[CH:23][C:22]2=1 |f:4.5.6,12.13.14|. Reactants: CCN=C=NCCCN(C)C (EDCI), FC(C(=O)O)(F)F (Trifluoroacetic acid), C(C)(C)(C)OC(=O)N[C@@H]1[C@@H](CCCC1)C(=O)O (cis-2-(tert-butoxycarbonylamino)-cyclohexane carboxylic acid), C(=O)([O-])[O-].[Na+].[Na+] (Na2CO3), ClC=1C=C2C=3C=CN=CC3NC2=C(C1)N (6-chloro-9H-β-carbolin-8-ylamine). Conditions: time 16 hour. Reported procedure: A solution of cis-2-(tert-butoxycarbonylamino)-cyclohexane carboxylic acid (255 mg, 1.05 mmol) in pyridine (10 ml) was stirred at RT. 6-chloro-9H-β-carbolin-8-ylamine (218 mg, 1.00 mmol) was added, followed by EDCI (315 mg, 1.64 mmol) and the slightly turbid pale orange solution was stirred at RT for 16 hr. The solution was diluted with H2O (20 ml) and poured into a separatory funnel containing H2O (50 ml) and EtOAc (50 ml). The mixture was shaken and the layers were separated. The aqueous layer... The reactants are CO, CSc1ncc(C=O)n1C, [K+], [K+], O=C([O-])[O-]. Yields the product C#Cc1cnc(SC)n1C. Reaction SMILES: [CH3:11][OH:12].[CH3:1][n:2]1[c:3]([S:9][CH3:10])[n:4][cH:5][c:6]1[CH:7]=[O:8].[K+:13].[K+:14].[O-:15][C:16]([O-:17])=[O:18]>>[CH3:1][n:2]1[c:3]([S:9][CH3:10])[n:4][cH:5][c:6]1[C:7]#[CH:11].